Task: describe an organic reaction: reactants, conditions, products, and yield. Dataset: the Open Reaction Database (ORD), a public repository of structured organic reaction records The reactants are BrC1=CC(=C(C=C1)C(=O)C1=CC=C(C=C1)O)F ((4-Bromo-2-fluorophenyl)(4-hydroxyphenyl)methanone), C1(CCCCC1)=O (cyclohexanone). The reagents and catalysts are Cl[Ti](Cl)(Cl)Cl (TiCl4), [Zn] (zinc). The solvent is C1CCOC1 (THF), C1CCOC1 (THF). Run at time 30 minute. Product: BrC1=CC(=C(C=C1)C(C1=CC=C(C=C1)O)=C1CCCCC1)F (4-[(4-bromo-2-fluorophenyl)(cyclohexylidene)methyl]phenol). Yield: 71.8%. As a reaction SMILES: [Br:1][C:2]1[CH:7]=[CH:6][C:5]([C:8]([C:10]2[CH:15]=[CH:14][C:13]([OH:16])=[CH:12][CH:11]=2)=O)=[C:4]([F:17])[CH:3]=1.[C:18]1(=O)[CH2:23][CH2:22][CH2:21][CH2:20][CH2:19]1>C1COCC1.Cl[Ti](Cl)(Cl)Cl.[Zn]>[Br:1][C:2]1[CH:7]=[CH:6][C:5]([C:8](=[C:18]2[CH2:23][CH2:22][CH2:21][CH2:20][CH2:19]2)[C:10]2[CH:15]=[CH:14][C:13]([OH:16])=[CH:12][CH:11]=2)=[C:4]([F:17])[CH:3]=1. Reported procedure: TiCl4 (2.10 mL, 19.0 mmol) was added dropwise to a suspension of zinc powder (2.51 g, 38.4 mmol) in anhydrous THF (60 mL) at RT. After refluxing for 1 h, a mixture of 76 (1.40 g, 4.74 mmol) and cyclohexanone (1.40 g, 14.3 mmol) dissolved in THF (20 mL) was added dropwise. Refluxing was continued for 30 min. The reaction mixture was cooled to RT and filtered through Celite. Water (250 mL) was added and the mixture was extracted with Et2O (3×100 mL). The combined ethereal extracts were washed with... The reactants are C#Cc1ccc(N(C)CCCN(C)C)c([N+](=O)[O-])c1, C1CCOC1, CCO, Cl, [Fe]. The product is C#Cc1ccc(N(C)CCCN(C)C)c(N)c1. As a reaction SMILES: [C:1](#[CH:2])[c:3]1[cH:4][c:5]([N+:17]([O-:18])=[O:19])[c:6]([N:9]([CH2:10][CH2:11][CH2:12][N:13]([CH3:14])[CH3:15])[CH3:16])[cH:7][cH:8]1.[CH2:25]1[O:26][CH2:27][CH2:28][CH2:29]1.[CH3:20][CH2:21][OH:22].[ClH:23].[Fe:24]>>[C:1](#[CH:2])[c:3]1[cH:4][c:5]([NH2:17])[c:6]([N:9]([CH2:10][CH2:11][CH2:12][N:13]([CH3:14])[CH3:15])[CH3:16])[cH:7][cH:8]1. The reactants are CC(=O)C(=O)NCC(=O)OCc1ccccc1, O. Product: CC(=O)C(=O)NCC(=O)O. RXN SMILES: [CH2:1]([c:2]1[cH:3][cH:4][cH:5][cH:6][cH:7]1)[O:8][C:9]([CH2:10][NH:11][C:12]([C:13](=[O:14])[CH3:15])=[O:16])=[O:17].[OH2:18]>>[O:8]=[C:9]([CH2:10][NH:11][C:12]([C:13](=[O:14])[CH3:15])=[O:16])[OH:17]. Reactants: CN, CCO, CC(=O)CN1CCN=C1C, O=[Pt]. The product is CNC(C)CN1CCN=C1C. Reaction SMILES: [CH3:11][NH2:12].[CH3:15][CH2:16][OH:17].[O:1]=[C:2]([CH2:3][N:4]1[C:5]([CH3:9])=[N:6][CH2:7][CH2:8]1)[CH3:10].[Pt:13]=[O:14]>>[CH:2]([CH2:3][N:4]1[C:5]([CH3:9])=[N:6][CH2:7][CH2:8]1)([CH3:10])[NH:12][CH3:11]. RXN SMILES: [CH3:1][C:2]1[C:11]2[C:6](=[CH:7][C:8]([O:14][CH3:15])=[C:9]([O:12][CH3:13])[CH:10]=2)[C:5](=[O:16])[N:4]([CH2:17][CH2:18][CH2:19][Cl:20])[N:3]=1.[CH3:21][O:22][C:23]1[CH:28]=[CH:27][C:26]([CH2:29][CH2:30][NH:31][CH3:32])=[CH:25][CH:24]=1>ClC1C=CC=CC=1>[ClH:20].[CH3:1][C:2]1[C:11]2[C:6](=[CH:7][C:8]([O:14][CH3:15])=[C:9]([O:12][CH3:13])[CH:10]=2)[C:5](=[O:16])[N:4]([CH2:17][CH2:18][CH2:19][N:31]([CH3:32])[CH2:30][CH2:29][C:26]2[CH:27]=[CH:28][C:23]([O:22][CH3:21])=[CH:24][CH:25]=2)[N:3]=1 |f:3.4|. Yields the product Cl.CC1=NN(C(C2=CC(=C(C=C12)OC)OC)=O)CCCN(CCC1=CC=C(C=C1)OC)C (1-[4-Methyl-6,7-dimethoxy-1(2H)-phthalazinone-2-yl]-3-[N-methyl-N-(2-(4-methoxy-phenyl)-ethyl)-amino]-propane hydrochloride). Solvent: ClC1=CC=CC=C1 (chlorobenzene). Starting materials: Example 2 ( b ), CC1=NN(C(C2=CC(=C(C=C12)OC)OC)=O)CCCCl (1-[4-methyl-6,7-dimethoxy-1-(2H)-phthalazinone-2-yl]-3-chloro-propane), COC1=CC=C(C=C1)CCNC (N-(4-methoxy-phenylethyl)-N-methyl-amine). Reported procedure: Produced analogously to Example 2 (b) by reaction of 1-[4-methyl-6,7-dimethoxy-1-(2H)-phthalazinone-2-yl]-3-chloro-propane with N-(4-methoxy-phenylethyl)-N-methyl-amine in chlorobenzene. M. p.: 210 - 212° C.